Dataset: the Open Reaction Database (ORD), a public repository of structured organic reaction records. Task: describe an organic reaction: reactants, conditions, products, and yield Starting materials: CC#N, CC(C)C(NC(=O)CCl)C(=O)N1CCC(c2ccc(Cl)cc2)CC1, [K+], [K+], O=C([O-])[O-], c1cn[nH]c1. Product: CC(C)C(NC(=O)Cn1cccn1)C(=O)N1CCC(c2ccc(Cl)cc2)CC1. RXN SMILES: [CH3:36][C:37]#[N:38].[Cl:1][CH2:2][C:3](=[O:4])[NH:5][CH:6]([C:7](=[O:8])[N:9]1[CH2:10][CH2:11][CH:12]([c:15]2[cH:16][cH:17][c:18]([Cl:21])[cH:19][cH:20]2)[CH2:13][CH2:14]1)[CH:22]([CH3:23])[CH3:24].[K+:30].[K+:31].[O-:32][C:33]([O-:34])=[O:35].[nH:25]1[n:26][cH:27][cH:28][cH:29]1>>[CH2:2]([C:3](=[O:4])[NH:5][CH:6]([C:7](=[O:8])[N:9]1[CH2:10][CH2:11][CH:12]([c:15]2[cH:16][cH:17][c:18]([Cl:21])[cH:19][cH:20]2)[CH2:13][CH2:14]1)[CH:22]([CH3:23])[CH3:24])[n:25]1[n:26][cH:27][cH:28][cH:29]1. Starting materials: ClCCC(=O)C1=C(C=C(C(=C1)Cl)O)O (3-chloro-1-(5-chloro-2,4-dihydroxyphenyl)propan-1-one), [OH-].[Na+] (sodium hydroxide), Cl (hydrochloric acid). Run in O (water), O (water). Conditions: temperature 10 celsius. Yields the product ClC=1C=C2C(CCOC2=CC1O)=O (6-chloro-7-hydroxychroman-4-one). The yield is 62.7%. Reaction SMILES: Cl[CH2:2][CH2:3][C:4]([C:6]1[CH:11]=[C:10]([Cl:12])[C:9]([OH:13])=[CH:8][C:7]=1[OH:14])=[O:5].[OH-].[Na+].Cl>O>[Cl:12][C:10]1[CH:11]=[C:6]2[C:7](=[CH:8][C:9]=1[OH:13])[O:14][CH2:2][CH2:3][C:4]2=[O:5] |f:1.2|. Reported procedure: A 20-liter 4-neck round-bottom flask was charged with water (10 L) and 3-chloro-1-(5-chloro-2,4-dihydroxyphenyl)propan-1-one (1.62 kg, 6.89 mol), and the resulting mixture was stirred and cooled to 10° C. A solution of sodium hydroxide (606.5 g, 15.16 mol) in water (2.96 L) was added dropwise over 40-60 minutes, maintaining the temperature at 10-15° C. The resulting mixture was stirred at ambient temperature for a further 30 minutes, then cooled to 5° C. Concentrated hydrochloric acid (1.31 L, 1... Reactants: FC=1C=CC(=C(C1)C=NC(=C)O[Si](C)(C)C)C (1-(5-fluoro-2-methylphenyl)-3-trimethylsilyoxy-2-aza-1,3-butadiene), C(C)(C)(C)OC(=O)N1C(C(C2=CC=C(C=C12)Cl)=CC1=C(C=CC(=C1)Cl)OC1(CCC1)C(=O)OC)=O (6-chloro-3-[5-chloro-2-(1-methoxycarbonyl-cyclobutoxy)-benzylidene]-2-oxo-2,3-dihydro-indole-1-carboxylic acid tert-butyl ester), C(=O)(C(F)(F)F)O (TFA). Run in C1(=CC=CC=C1)C (toluene), C1(=CC=CC=C1)C (toluene). Reaction conditions: temperature 80 celsius, time 20 minute. The product is ClC1=CC=C2C(=C1)NC(C21C(NC(CC1C1=C(C=CC(=C1)Cl)OC1(CCC1)C(=O)OC)=O)C1=C(C=CC(=C1)F)C)=O (racemic (2′S,3S,4′R)-6-chloro-4′-[5-chloro-2-(1-methoxycarbonyl-cyclobutoxy)-phenyl]-2′-(5-fluoro-2-methyl-phenyl)-spiro[3H-indole-3,3′-piperidine]-2,6′(1H)-dione). Reaction SMILES: [F:1][C:2]1[CH:3]=[CH:4][C:5]([CH3:17])=[C:6]([CH:8]=[N:9][C:10]([O:12][Si](C)(C)C)=[CH2:11])[CH:7]=1.C(OC([N:25]1[C:33]2[C:28](=[CH:29][CH:30]=[C:31]([Cl:34])[CH:32]=2)[C:27](=[CH:35][C:36]2[CH:41]=[C:40]([Cl:42])[CH:39]=[CH:38][C:37]=2[O:43][C:44]2([C:48]([O:50][CH3:51])=[O:49])[CH2:47][CH2:46][CH2:45]2)[C:26]1=[O:52])=O)(C)(C)C.C(O)(C(F)(F)F)=O>C1(C)C=CC=CC=1>[Cl:34][C:31]1[CH:32]=[C:33]2[NH:25][C:26](=[O:52])[C:27]3([CH:35]([C:36]4[CH:41]=[C:40]([Cl:42])[CH:39]=[CH:38][C:37]=4[O:43][C:44]4([C:48]([O:50][CH3:51])=[O:49])[CH2:45][CH2:46][CH2:47]4)[CH2:12][C:10](=[O:11])[NH:9][CH:8]3[C:6]3[CH:7]=[C:2]([F:1])[CH:3]=[CH:4][C:5]=3[CH3:17])[C:28]2=[CH:29][CH:30]=1. Procedure: To a toluene solution of 1-(5-fluoro-2-methylphenyl)-3-trimethylsilyoxy-2-aza-1,3-butadiene in toluene (2 M, 5 mL, 10 mmol) was added E/Z 6-chloro-3-[5-chloro-2-(1-methoxycarbonyl-cyclobutoxy)-benzylidene]-2-oxo-2,3-dihydro-indole-1-carboxylic acid tert-butyl ester (1.5 g, 2.9 mmol). The reaction mixture was heated at 80° C. overnight under argon protection, then TFA (5 mL) was added, and the resulting mixture was stirred at room temperature for 20 min, evaporated in vacuo. The residue was parti...